This data is from the Open Reaction Database (ORD), a public repository of structured organic reaction records. The task is: describe an organic reaction: reactants, conditions, products, and yield Solvent: C(C)O (ethanol). Reaction conditions: time 6 hour. Procedure: Ethyl 3-furancarboxylate (7.0 g) and hydrazine monohydrate (4.8 ml) in ethanol (10 ml) were heated at reflux while stirring for 6 hours. The solvent was evaporated under reduced pressure, and the thus-precipitated crystals were recrystallized from ethanol, thereby giving 3.2 g of the desire compound. Yields the product O1C=C(C=C1)C(=O)NN (3-furancarboxylic acid hydrazide). RXN SMILES: [O:1]1[CH:5]=[CH:4][C:3]([C:6]([O:8]CC)=O)=[CH:2]1.O.[NH2:12][NH2:13]>C(O)C>[O:1]1[CH:5]=[CH:4][C:3]([C:6]([NH:12][NH2:13])=[O:8])=[CH:2]1 |f:1.2|. The reactants are O1C=C(C=C1)C(=O)OCC (Ethyl 3-furancarboxylate), O.NN (hydrazine monohydrate).